Dataset: the Open Reaction Database (ORD), a public repository of structured organic reaction records. Task: describe an organic reaction: reactants, conditions, products, and yield The reactants are CC(CCC=1N(C=CN1)C1=CC=C(C(=O)O)C=C1)C (4-[2-(3-methylbutyl)-1H-imidazol-1-yl]benzoic acid), C(C)C1=C(NC(N1)=O)C(=O)O (5-ethyl-2,3-dihydro-2-oxo-1H-imidazole-4-carboxylic acid). Yields the product C(C)C=1NC(NC1C(C1=CC=C(C=C1)N1C(=NC=C1)CCC(C)C)=O)=O (4-Ethyl-1,3-dihydro-5-[4-[2-(3-methylbutyl)imidazol-1-yl]benzoyl]-2H-imidazol-2-one). Reaction SMILES: [CH3:1][CH:2]([CH3:19])[CH2:3][CH2:4][C:5]1[N:6]([C:10]2[CH:18]=[CH:17][C:13]([C:14]([OH:16])=O)=[CH:12][CH:11]=2)[CH:7]=[CH:8][N:9]=1.[CH2:20]([C:22]1[NH:26][C:25](=[O:27])[NH:24][C:23]=1C(O)=O)[CH3:21]>>[CH2:20]([C:22]1[NH:26][C:25](=[O:27])[NH:24][C:23]=1[C:14](=[O:16])[C:13]1[CH:12]=[CH:11][C:10]([N:6]2[CH:7]=[CH:8][N:9]=[C:5]2[CH2:4][CH2:3][CH:2]([CH3:1])[CH3:19])=[CH:18][CH:17]=1)[CH3:21]. Reported procedure: In a manner similar to that described in Example I react 4-[2-(3-methylbutyl)-1H-imidazol-1-yl]benzoic acid and 5-ethyl-2,3-dihydro-2-oxo-1H-imidazole-4-carboxylic acid to produce the title compound which can be purified by chromatography of the crude base on silica gel. Reactants: O=C1C2=CC=CC=C2N(C=2C=CC=CC12)CCCCCC(=O)NCCNC(OC(C)(C)C)=O (tert-butyl 2-{[6-(9-oxoacridin-10(9H)-yl)hexanoyl]amino}ethylcarbamate), C(Cl)Cl (DCM). Yields the product Cl.NCCNC(CCCCCN1C=2C=CC=CC2C(C2=CC=CC=C12)=O)=O (N-(2-aminoethyl)-6-(9-oxoacridin-10(9H)-yl)hexanamide hydrochloride). Reaction SMILES: [O:1]=[C:2]1[C:15]2[CH:14]=[CH:13][CH:12]=[CH:11][C:10]=2[N:9]([CH2:16][CH2:17][CH2:18][CH2:19][CH2:20][C:21]([NH:23][CH2:24][CH2:25][NH:26]C(=O)OC(C)(C)C)=[O:22])[C:8]2[C:3]1=[CH:4][CH:5]=[CH:6][CH:7]=2.C(Cl)[Cl:35]>>[ClH:35].[NH2:26][CH2:25][CH2:24][NH:23][C:21](=[O:22])[CH2:20][CH2:19][CH2:18][CH2:17][CH2:16][N:9]1[C:8]2[C:3](=[CH:4][CH:5]=[CH:6][CH:7]=2)[C:2](=[O:1])[C:15]2[CH:14]=[CH:13][CH:12]=[CH:11][C:10]1=2 |f:2.3|. Procedure: To 0.30 g of tert-butyl 2-{[6-(9-oxoacridin-10(9H)-yl)hexanoyl]amino}ethylcarbamate was added dicholoromethane (DCM; 30 ml). HCl (g) was bubbled through the solution for 10 minutes. After this time the mixture was filtered and washed with DCM (3×20 ml) to give the desired product (0.15 g; Formula XIX). Mass spectrum: 352 (M+H). Reactants: C1(=CC=CC=C1)C(C=1N=NN(N1)CCC=1C=C(OCC(=O)OC)C=CC1)C1=CC=CC=C1 (methyl [3-[2-[5-(diphenylmethyl)-2H-tetrazol-2-yl]ethyl]phenoxy]acetate), [OH-].[Na+] (NaOH). Solvent: CO (methanol). Product: C1(=CC=CC=C1)C(C=1N=NN(N1)CCC=1C=C(OCC(=O)O)C=CC1)C1=CC=CC=C1 ([3-[2-[5-(diphenylmethyl)-2H-tetrazol-2-yl]-ethyl]phenoxy]acetic acid). Yield: 60.3%. As a reaction SMILES: [C:1]1([CH:7]([C:27]2[CH:32]=[CH:31][CH:30]=[CH:29][CH:28]=2)[C:8]2[N:9]=[N:10][N:11]([CH2:13][CH2:14][C:15]3[CH:16]=[C:17]([CH:24]=[CH:25][CH:26]=3)[O:18][CH2:19][C:20]([O:22]C)=[O:21])[N:12]=2)[CH:6]=[CH:5][CH:4]=[CH:3][CH:2]=1.[OH-].[Na+]>CO>[C:27]1([CH:7]([C:1]2[CH:6]=[CH:5][CH:4]=[CH:3][CH:2]=2)[C:8]2[N:9]=[N:10][N:11]([CH2:13][CH2:14][C:15]3[CH:16]=[C:17]([CH:24]=[CH:25][CH:26]=3)[O:18][CH2:19][C:20]([OH:22])=[O:21])[N:12]=2)[CH:28]=[CH:29][CH:30]=[CH:31][CH:32]=1 |f:1.2|. Procedure: A mixture of methyl [3-[2-[5-(diphenylmethyl)-2H-tetrazol-2-yl]ethyl]phenoxy]acetate (0.84 g, 2 mmol), 3N, NaOH solution (2.00 mL, 6 mmol) and methanol (35 mL) was heated for 10 minutes on a steam bath. The methanol was evaporated, the residue diluted with water and acidified to pH=1 with 1N HCl solution. The mixture was extracted three times with CH2Cl2, the combined extracts washed with saturated sodium chloride solution and dried over sodium sulfate. Evaporation of the solvent left an oil whi... The reactants are C(=O)=O (CO2), FC1=CC2=C(C(NO2)C)C=C1 (6-fluoro-3-methyl-1,2(2H)-benzisoxazole), C(CCC)[Li] (n-butyllithium), hexanes, O (water). Run in C1CCOC1 (THF). Conditions: time 1 hour. Yields the product FC1=C(C2=C(C(NO2)C)C=C1)C(=O)O ([6-fluoro-3-methyl-1,2(2H)-benzisoxazol-7-yl]carboxylic acid). As a reaction SMILES: [F:1][C:2]1[CH:11]=[CH:10][C:5]2[CH:6]([CH3:9])[NH:7][O:8][C:4]=2[CH:3]=1.C([Li])CCC.[C:17](=[O:19])=[O:18].O>C1COCC1>[F:1][C:2]1[CH:11]=[CH:10][C:5]2[CH:6]([CH3:9])[NH:7][O:8][C:4]=2[C:3]=1[C:17]([OH:19])=[O:18]. Reported procedure: A stirred solution of 6-fluoro-3-methyl-1,2(2H)-benzisoxazole (5.5 g, 0.037 mole) in THF (100 mL) was cooled in a dry ice-acetone bath, and 2.5 M n-butyllithium in hexanes (16 mL, 0.040 mole) was added dropwise. Upon completion of addition, the reaction mixture was stirred for one hour. The reaction mixture was then exposed to a CO2 atmosphere where it stirred for three hours. After this time, the reaction mixture was poured into water. The mixture was washed with ether, acidified with hydrochlo...